From a dataset of the Open Reaction Database (ORD), a public repository of structured organic reaction records. describe an organic reaction: reactants, conditions, products, and yield Starting materials: C(C)(C)N(C(C)C)CC (N,N-diisopropylethylamine), FC(C=1C=C(C=CC1)S(=O)(=O)Cl)(F)F (3-trifluoromethylbenzenesulfonyl chloride), C(C1=CC=CC=C1)OC=1C=C(C=C(C1)C)O (3-benzyloxy-5-methylphenol). The solvent is C(Cl)Cl (methylene chloride), C(Cl)Cl (methylene chloride), O (water). Reaction conditions: temperature 0 celsius, time 2 hour. Product: C(C1=CC=CC=C1)OC=1C=C(C=C(C1)C)OS(=O)(=O)C1=CC(=CC=C1)C(F)(F)F (3-Trifluoromethylbenzenesulfonic acid 3-benzyloxy-5-methylphenyl ester). Isolated yield 84.0%. As a reaction SMILES: [CH2:1]([O:8][C:9]1[CH:10]=[C:11]([OH:16])[CH:12]=[C:13]([CH3:15])[CH:14]=1)[C:2]1[CH:7]=[CH:6][CH:5]=[CH:4][CH:3]=1.C(N(CC)C(C)C)(C)C.[F:26][C:27]([F:39])([F:38])[C:28]1[CH:29]=[C:30]([S:34](Cl)(=[O:36])=[O:35])[CH:31]=[CH:32][CH:33]=1>C(Cl)Cl.O>[CH2:1]([O:8][C:9]1[CH:10]=[C:11]([O:16][S:34]([C:30]2[CH:31]=[CH:32][CH:33]=[C:28]([C:27]([F:26])([F:38])[F:39])[CH:29]=2)(=[O:36])=[O:35])[CH:12]=[C:13]([CH3:15])[CH:14]=1)[C:2]1[CH:7]=[CH:6][CH:5]=[CH:4][CH:3]=1. Reported procedure: A solution of 3-benzyloxy-5-methylphenol (400 mg, 2.0 mmol), as prepared in step a of Example 3, in methylene chloride (10 mL) at 0° C. was treated with N,N-diisopropylethylamine (0.4 mL) and 3-trifluoromethylbenzenesulfonyl chloride (489 mg, 2.0 mmol). The reaction mixture was stirred at 0° C. for 2 h and at room temperature for 2 h. The reaction mixture was diluted with methylene chloride (200 ml,) and water (50 mL). The organic extract was washed sequentially with saturated NaHCO3 (2×50 mL) a... Reactants: CC1=NNC(c2ccccc2)C1, COC(=O)NS(=O)(=O)c1ncccc1C(F)(F)F, C1COCCO1, c1ccncc1. Product: CC1=NN(C(=O)NS(=O)(=O)c2ncccc2C(F)(F)F)C(c2ccccc2)C1. RXN SMILES: [CH3:25][C:26]1=[N:27][NH:28][CH:29]([c:31]2[cH:32][cH:33][cH:34][cH:35][cH:36]2)[CH2:30]1.[F:7][C:8]([c:9]1[c:10]([S:15](=[O:16])(=[O:17])[NH:18][C:19]([O:20][CH3:21])=[O:22])[n:11][cH:12][cH:13][cH:14]1)([F:23])[F:24].[O:1]1[CH2:2][CH2:3][O:4][CH2:5][CH2:6]1.[cH:37]1[cH:38][cH:39][n:40][cH:41][cH:42]1>>[F:7][C:8]([c:9]1[c:10]([S:15](=[O:16])(=[O:17])[NH:18][C:19](=[O:22])[N:28]2[N:27]=[C:26]([CH3:25])[CH2:30][CH:29]2[c:31]2[cH:32][cH:33][cH:34][cH:35][cH:36]2)[n:11][cH:12][cH:13][cH:14]1)([F:23])[F:24]. The reactants are CN(C)c1ccncc1, Nc1ccc(Cl)c([N+](=O)[O-])c1, ClCCl, O=C(Cl)c1cccc(C(F)(F)F)c1. The product is O=C(Nc1ccc(Cl)c([N+](=O)[O-])c1)c1cccc(C(F)(F)F)c1. RXN SMILES: [CH3:28][N:29]([c:30]1[cH:31][cH:32][n:33][cH:34][cH:35]1)[CH3:36].[Cl:1][c:2]1[c:3]([N+:9](=[O:10])[O-:11])[cH:4][c:5]([NH2:6])[cH:7][cH:8]1.[Cl:25][CH2:26][Cl:27].[F:12][C:13]([c:14]1[cH:15][c:16]([C:17](=[O:18])[Cl:19])[cH:20][cH:21][cH:22]1)([F:23])[F:24]>>[Cl:1][c:2]1[c:3]([N+:9](=[O:10])[O-:11])[cH:4][c:5]([NH:6][C:17]([c:16]2[cH:15][c:14]([C:13]([F:12])([F:23])[F:24])[cH:22][cH:21][cH:20]2)=[O:18])[cH:7][cH:8]1. Starting materials: O (water), C(C)(C)(C)OC(CC(SCC(CO)O)C)=O (6,7-dihydroxy-3-methyl-4-thiaheptanoic acid t-butyl ester), CN(C)C1=NC=CC=C1 (dimethylaminopyridine), Example 27, C(CCCCCCCCCCCCCCC)(=O)Cl (palmitoyl chloride). Solvent: C(C)N(CC)CC (triethylamine), C(Cl)(Cl)Cl (chloroform). Reaction conditions: time 48 hour. Yields the product C(C)(C)(C)OC(CC(SCC(COC(CCCCCCCCCCCCCCC)=O)OC(CCCCCCCCCCCCCCC)=O)C)=O (6,7-bis(palmitoyloxy)-3-methyl-4-thiaheptanoic acid t-butyl ester). Yield: 99.0%. As a reaction SMILES: [C:1]([O:5][C:6](=[O:16])[CH2:7][CH:8]([CH3:15])[S:9][CH2:10][CH:11]([OH:14])[CH2:12][OH:13])([CH3:4])([CH3:3])[CH3:2].[C:17](Cl)(=[O:33])[CH2:18][CH2:19][CH2:20][CH2:21][CH2:22][CH2:23][CH2:24][CH2:25][CH2:26][CH2:27][CH2:28][CH2:29][CH2:30][CH2:31][CH3:32].CN([C:38]1[CH:43]=[CH:42][CH:41]=[CH:40]N=1)C.[OH2:44]>C(Cl)(Cl)Cl.C(N(CC)CC)C>[C:1]([O:5][C:6](=[O:16])[CH2:7][CH:8]([CH3:15])[S:9][CH2:10][CH:11]([O:14][C:40](=[O:44])[CH2:41][CH2:42][CH2:43][CH2:38][CH2:27][CH2:26][CH2:25][CH2:24][CH2:23][CH2:22][CH2:21][CH2:20][CH2:19][CH2:18][CH3:17])[CH2:12][O:13][C:17](=[O:33])[CH2:18][CH2:19][CH2:20][CH2:21][CH2:22][CH2:23][CH2:24][CH2:25][CH2:26][CH2:27][CH2:28][CH2:29][CH2:30][CH2:31][CH3:32])([CH3:4])([CH3:2])[CH3:3]. Reported procedure: To a solution of 6,7-dihydroxy-3-methyl-4-thiaheptanoic acid t-butyl ester as obtained in Reference Example 27 (500 mg) in chloroform (30 ml), triethylamine (5.6 ml), palmitoyl chloride (5.50 g) and dimethylaminopyridine (5 mg) were added, followed by stirring at room temperature for 48 hours. After addition of water, the reaction mixture was extracted with ethyl acetate. The extract was washed with a 5% aqueous solution of citric acid, a saturated aqueous solution of sodium hydrogen carbonate a... Reactants: C(C)(C)OC(C1=CN=C(C(=C1)C)NC(C)C)=O (6-isopropylamino-5-methyl-nicotinic acid isopropyl ester). The solvent is Cl (HCl). Yields the product C(C)(C)NC1=NC=C(C(=O)O)C=C1C (6-Isopropylamino-5-methyl-nicotinic acid). The yield is 118.1%. RXN SMILES: C([O:4][C:5](=[O:17])[C:6]1[CH:11]=[C:10]([CH3:12])[C:9]([NH:13][CH:14]([CH3:16])[CH3:15])=[N:8][CH:7]=1)(C)C>Cl>[CH:14]([NH:13][C:9]1[C:10]([CH3:12])=[CH:11][C:6]([C:5]([OH:17])=[O:4])=[CH:7][N:8]=1)([CH3:16])[CH3:15]. Reported procedure: A solution of 6-isopropylamino-5-methyl-nicotinic acid isopropyl ester (137 mg, 0.58 mmol) in 25% aq. HCl (5 mL) is stirred at 65° C. for 24 h before it is concentrated and dried to give the title compound (133 mg) as a yellow solid; LC-MS: tR=0.57 min, [M+1]+=195.54. Starting materials: C(=O)(OC(C)(C)C)N[C@@H](CCSC(F)(F)F)C(=O)O (N-Boc-trifluoromethionine), FC1=C(N)C=CC(=C1)F (2,4-difluoroaniline), CN1CCOCC1 (N-methylmorpholine), ClC(=O)OCC(C)C (isobutyl chloroformate). Run in C1CCOC1 (THF), N#N (N2). Product: C(C)(C)(C)OC(NC(CCSC(F)(F)F)C(NC1=C(C=C(C=C1)F)F)=O)=O ([1-(2,4-difluoro-phenylcarbamoyl)-3-trifluoromethylsulfanyl-propyl]-carbamic acid tert-butyl ester). Yield: 54.2%. Reaction SMILES: [C:1]([NH:8][C@H:9]([C:17]([OH:19])=O)[CH2:10][CH2:11][S:12][C:13]([F:16])([F:15])[F:14])([O:3][C:4]([CH3:7])([CH3:6])[CH3:5])=[O:2].CN1CCOCC1.ClC(OCC(C)C)=O.[F:35][C:36]1[CH:42]=[C:41]([F:43])[CH:40]=[CH:39][C:37]=1[NH2:38]>C1COCC1.N#N>[C:4]([O:3][C:1](=[O:2])[NH:8][CH:9]([C:17](=[O:19])[NH:38][C:37]1[CH:39]=[CH:40][C:41]([F:43])=[CH:42][C:36]=1[F:35])[CH2:10][CH2:11][S:12][C:13]([F:14])([F:15])[F:16])([CH3:5])([CH3:6])[CH3:7]. Procedure details: N-Boc-trifluoromethionine (212 mg, 0.851 mmol) was dissolved in dry THF in the presence of N2, and the temperature was adjusted to −78° C. Subsequently, N-methylmorpholine (0.11 ml, 1.000 mmol) was added thereto, and the mixture was stirred. Two minutes later, isobutyl chloroformate (0.13 ml, 0.999 mmol) was added thereto, and the mixture was stirred for 2 minutes. Finally, 2,4-difluoroaniline (0.10 ml, 0.982 mmol) was added thereto. TLC was performed to confirm disappearance of the starting com... The reactants are C1(=CC=CC=C1)C (toluene), FC=1C=CC(=C(C1)C(CC(C=O)(C(F)(F)F)O)(C)C)OC (4-(5-fluoro-2-methoxyphenyl)-2-hydroxy-4-methyl-2-(trifluoromethyl)pentanal), NC1=C2C=CC(=NC2=CC=C1)OC (5-amino-2-methoxyquinoline), C(C)(=O)O[BH-](OC(C)=O)OC(C)=O.[Na+] (sodium triacetoxy borohydride). Solvent: C(C)(=O)O (acetic acid). Run at time 15 hour. Yields the product FC=1C=CC(=C(C1)C(CC(CNC1=C2C=CC(=NC2=CC=C1)OC)(O)C(F)(F)F)(C)C)OC (4-(5-Fluoro-2-methoxyphenyl)-1-(2-methoxyquinolin-5-ylamino)-4-methyl-2-(trifluoromethyl)pentan-2-ol). Isolated yield 32.3%. As a reaction SMILES: [F:1][C:2]1[CH:3]=[CH:4][C:5]([O:20][CH3:21])=[C:6]([C:8]([CH3:19])([CH3:18])[CH2:9][C:10]([OH:17])([C:13]([F:16])([F:15])[F:14])[CH:11]=O)[CH:7]=1.[NH2:22][C:23]1[CH:32]=[CH:31][CH:30]=[C:29]2[C:24]=1[CH:25]=[CH:26][C:27]([O:33][CH3:34])=[N:28]2.C(O[BH-](OC(=O)C)OC(=O)C)(=O)C.[Na+].C1(C)C=CC=CC=1>C(O)(=O)C>[F:1][C:2]1[CH:3]=[CH:4][C:5]([O:20][CH3:21])=[C:6]([C:8]([CH3:18])([CH3:19])[CH2:9][C:10]([C:13]([F:15])([F:16])[F:14])([OH:17])[CH2:11][NH:22][C:23]2[CH:32]=[CH:31][CH:30]=[C:29]3[C:24]=2[CH:25]=[CH:26][C:27]([O:33][CH3:34])=[N:28]3)[CH:7]=1 |f:2.3|. Reported procedure: 300 mg (0.97 mmol) of 4-(5-fluoro-2-methoxyphenyl)-2-hydroxy-4-methyl-2-(trifluoromethyl)pentanal and 202 mg (1.16 mmol) of 5-amino-2-methoxyquinoline in 10 ml of acetic acid are refluxed for 5 hours. It is allowed to cool to room temperature, 640 mg (3 mmol) of sodium triacetoxy borohydride is added thereto, and it is stirred for 15 hours at room temperature. After toluene is added, the batch is concentrated by evaporation, the residue is taken up in ethyl acetate, washed with saturated NaHCO3 ...